From a dataset of the Open Reaction Database (ORD), a public repository of structured organic reaction records. describe an organic reaction: reactants, conditions, products, and yield Starting materials: [Al+3], O=C(Cl)C1CCN(CC2=Cc3ccccc32)CC1, [Cl-], [Cl-], [Cl-], O=C(Cl)C(=O)Cl, ClCCl, Fc1cccc(F)c1. Yields the product O=C(c1ccc(F)cc1F)C1CCN(CC2=Cc3ccccc32)CC1. As a reaction SMILES: [Al+3:36].[C:1]1([CH2:9][N:10]2[CH2:11][CH2:12][CH:13]([C:16](=[O:17])[Cl:18])[CH2:14][CH2:15]2)=[CH:2][c:3]2[c:4]1[cH:5][cH:6][cH:7][cH:8]2.[Cl-:33].[Cl-:34].[Cl-:35].[Cl:19][C:20]([C:21]([Cl:22])=[O:23])=[O:24].[Cl:37][CH2:38][Cl:39].[F:25][c:26]1[cH:27][cH:28][cH:29][c:30]([F:31])[cH:32]1>>[C:1]1([CH2:9][N:10]2[CH2:11][CH2:12][CH:13]([C:16](=[O:17])[c:29]3[cH:28][cH:27][c:26]([F:25])[cH:32][c:30]3[F:31])[CH2:14][CH2:15]2)=[CH:2][c:3]2[c:4]1[cH:5][cH:6][cH:7][cH:8]2. Starting materials: CCOc1cc(F)c(C#N)cc1Br, CNC, C1COCCO1. The product is CCOc1cc(N(C)C)c(C#N)cc1Br. As a reaction SMILES: [Br:1][c:2]1[c:3]([O:11][CH2:12][CH3:13])[cH:4][c:5]([F:10])[c:6]([C:7]#[N:8])[cH:9]1.[CH3:14][NH:15][CH3:16].[O:17]1[CH2:18][CH2:19][O:20][CH2:21][CH2:22]1>>[Br:1][c:2]1[c:3]([O:11][CH2:12][CH3:13])[cH:4][c:5]([N:15]([CH3:14])[CH3:16])[c:6]([C:7]#[N:8])[cH:9]1. Reaction conditions: time 3 hour. Reaction SMILES: [BH4-].[Na+].[CH3:3][O:4][C:5](=[O:30])[CH2:6][O:7][CH2:8][CH2:9][CH2:10][CH2:11][N:12]1[C:16](=[O:17])[CH2:15][CH2:14][C@@H:13]1/[CH:18]=[CH:19]/[C:20](=[O:29])[CH2:21][C:22]1[CH:27]=[CH:26][CH:25]=[C:24]([Cl:28])[CH:23]=1.Cl>C(Cl)Cl.CO>[CH3:3][O:4][C:5](=[O:30])[CH2:6][O:7][CH2:8][CH2:9][CH2:10][CH2:11][N:12]1[C:16](=[O:17])[CH2:15][CH2:14][C@@H:13]1/[CH:18]=[CH:19]/[CH:20]([OH:29])[CH2:21][C:22]1[CH:27]=[CH:26][CH:25]=[C:24]([Cl:28])[CH:23]=1 |f:0.1|. The reagents and catalysts are CO (Methanol). Procedure: Sodium borohydride (4.3 mg, 0.11 mmol) was added to a solution of (4-{(R)-2-[(E)-4-(3-chlorophenyl)-3-oxo-but-1-enyl]-5-oxo-pyrrolidin-1-yl}-butoxy)-acetic acid methyl ester (42 mg, 0.10 mmol) in CH2Cl2 (1 mL) at 0° C. Methanol (3 drops) was added and the reaction was stirred at rt for 3 h. Aqueous HCl (0.5 M, 5 mL) was added and the mixture was extracted with CH2Cl2 (3×5 mL). The combined organic phase was dried (Na2SO4), filtered and concentrated in vacuo. The residue was purified by flash col... Yields the product COC(COCCCCN1[C@H](CCC1=O)\C=C\C(CC1=CC(=CC=C1)Cl)O)=O ((4-{(R)-2-[(E)-4-(3-chlorophenyl)-3-hydroxy-but-1-enyl]-5-oxo-pyrrolidin-1-yl}-butoxy)-acetic acid methyl ester). The reactants are [BH4-].[Na+] (Sodium borohydride), COC(COCCCCN1[C@H](CCC1=O)\C=C\C(CC1=CC(=CC=C1)Cl)=O)=O ((4-{(R)-2-[(E)-4-(3-chlorophenyl)-3-oxo-but-1-enyl]-5-oxo-pyrrolidin-1-yl}-butoxy)-acetic acid methyl ester), Cl (HCl). Isolated yield 75.6%. Solvent: C(Cl)Cl (CH2Cl2). Starting materials: CS(C)=O, O=Cc1cc([N+](=O)[O-])cc(C[P+](c2ccccc2)(c2ccccc2)c2ccccc2)c1O, [Cl-], Cl, [Na+], [OH-], O. Product: C=Cc1cc([N+](=O)[O-])cc(C=O)c1O. As a reaction SMILES: [CH3:37][S:38]([CH3:39])=[O:40].[CH:2](=[O:3])[c:4]1[c:5]([OH:33])[c:6]([CH2:7][P+:8]([c:9]2[cH:10][cH:11][cH:12][cH:13][cH:14]2)([c:15]2[cH:16][cH:17][cH:18][cH:19][cH:20]2)[c:21]2[cH:22][cH:23][cH:24][cH:25][cH:26]2)[cH:27][c:28]([N+:30](=[O:31])[O-:32])[cH:29]1.[Cl-:1].[ClH:36].[Na+:35].[OH-:34].[OH2:41]>>[CH:2](=[O:3])[c:4]1[c:5]([OH:33])[c:6]([CH:7]=[CH2:37])[cH:27][c:28]([N+:30](=[O:31])[O-:32])[cH:29]1. The reactants are COC1=CC=C(CNC([C@H](C(C)C)NC(OC(C)(C)C)=O)=O)C=C1 ((S)-tert-butyl 1-(4-methoxybenzylamino)-3-methyl-1-oxobutan-2-ylcarbamate), FC(C(=O)O)(F)F (Trifluoroacetic acid). The solvent is ClCCl (dichloromethane). Reaction conditions: temperature 0 celsius, time 7 hour. Yields the product N[C@H](C(=O)NCC1=CC=C(C=C1)OC)C(C)C ((S)-2-amino-N-(4-methoxybenzyl)-3-methylbutanamide). The yield is 73.1%. Reaction SMILES: [CH3:1][O:2][C:3]1[CH:24]=[CH:23][C:6]([CH2:7][NH:8][C:9](=[O:22])[C@@H:10]([NH:14]C(=O)OC(C)(C)C)[CH:11]([CH3:13])[CH3:12])=[CH:5][CH:4]=1.FC(F)(F)C(O)=O>ClCCl>[NH2:14][C@@H:10]([CH:11]([CH3:13])[CH3:12])[C:9]([NH:8][CH2:7][C:6]1[CH:5]=[CH:4][C:3]([O:2][CH3:1])=[CH:24][CH:23]=1)=[O:22]. Procedure: A solution of (S)-tert-butyl 1-(4-methoxybenzylamino)-3-methyl-1-oxobutan-2-ylcarbamate (1.50 g, 4.46 mmol) in dichloromethane (15 mL) was cooled to 0° C. Trifluoroacetic acid (2 mL) was added and the mixture stirred at 0° C. for 7 hours. The reaction mixture was concentrated and the residue taken up in dichloromethane and washed with saturated aqueous NaHCO3 solution. The combined organic extracts were dried over sodium sulfate, filtered and concentrated. Purification of the crude material by c... The reactants are NC(=O)c1cncc(C(=O)O)c1, CCO, Cl, [H][H], O=P(Cl)(Cl)Cl. Yields the product NCc1cncc(C(=O)O)c1. RXN SMILES: [C:1]([NH2:2])(=[O:3])[c:4]1[cH:5][n:6][cH:7][c:8]([C:9](=[O:10])[OH:11])[cH:12]1.[CH3:21][CH2:22][OH:23].[ClH:18].[H:19][H:20].[P:13]([Cl:14])([Cl:15])([Cl:16])=[O:17]>>[CH2:1]([NH2:2])[c:4]1[cH:5][n:6][cH:7][c:8]([C:9](=[O:10])[OH:11])[cH:12]1. The reactants are Cl.C=C1N2CCC(C1=O)CC2 (2-methylene-3-quinuclidinone hydrochloride), O.SC1=C2NC=NC2=NC=N1 (6-mercapto-purine monohydrate). The reagents and catalysts are [Br-].C(CCC)[N+](CCCC)(CCCC)CCCC (tetra-n-butyl ammonium bromide). Solvent: O (water). Run at temperature 85 celsius, time 14 hour. The product is N1=CN=C2NC=NC2=C1SCC1N2CCC(C1=O)CC2 (2-(9H-Purin-6-ylsulfanylmethyl)-1-aza-bicyclo[2.2.2]octan-3-one). RXN SMILES: Cl.[CH2:2]=[C:3]1[C:8](=[O:9])[CH:7]2[CH2:10][CH2:11][N:4]1[CH2:5][CH2:6]2.O.[SH:13][C:14]1[N:22]=[CH:21][N:20]=[C:19]2[C:15]=1[NH:16][CH:17]=[N:18]2>O.[Br-].C([N+](CCCC)(CCCC)CCCC)CCC>[N:22]1[C:14]([S:13][CH2:2][CH:3]2[C:8](=[O:9])[CH:7]3[CH2:10][CH2:11][N:4]2[CH2:5][CH2:6]3)=[C:15]2[C:19]([NH:18][CH:17]=[N:16]2)=[N:20][CH:21]=1 |f:0.1,2.3,5.6|. Reported procedure: To a stirred solution of 2-methylene-3-quinuclidinone hydrochloride (0.5 g, 3.6 mmol) in water (6 ml) triethylamine (1.5 ml), tetra-n-butyl ammonium bromide (120 mg) and 6-mercapto-purine monohydrate (0.62 g) were added and the reaction mixture was allowed to stir at 85° C. for 14 h. The completion of reaction was monitored by tlc. The reaction mixture was quenched with ice-cold water (10 ml), extracted with dichloromethane (2×25 ml), the organic layers were washed with water, brine and dried ov...